From a dataset of the Open Reaction Database (ORD), a public repository of structured organic reaction records. describe an organic reaction: reactants, conditions, products, and yield Reactants: CC(=O)O, Cl[Cu]Cl, Cl[Cu], Cl, Nc1cc(F)cc(C(F)(F)F)c1, O=N[O-], [Na+], O, O=S(O)O, O=C(O)C(F)(F)F. Yields the product O=S(=O)(Cl)c1cc(F)cc(C(F)(F)F)c1. As a reaction SMILES: [CH3:35][C:36](=[O:37])[OH:38].[Cl:30][Cu:31][Cl:32].[Cl:33][Cu:34].[ClH:13].[F:1][c:2]1[cH:3][c:4]([NH2:12])[cH:5][c:6]([C:8]([F:9])([F:10])[F:11])[cH:7]1.[N:14]([O-:15])=[O:16].[Na+:17].[OH2:29].[OH:18][S:19]([OH:20])=[O:21].[OH:22][C:23]([C:24]([F:25])([F:26])[F:27])=[O:28]>>[F:1][c:2]1[cH:3][c:4]([S:19]([Cl:13])(=[O:18])=[O:21])[cH:5][c:6]([C:8]([F:9])([F:10])[F:11])[cH:7]1. The yield is 81.5%. Reported procedure: Hydroxylamine hydrochloride (2.6 g, 0.038 mol) was slurried in methanol (75 mL) and sodium methoxide (2.0 g, 0.037 mol) added. The mixture was stirred for half an hour and 5,6-dichloro-3-pyridinecarbonitrile (4.3 g, 0.025 mol) added. The mixture was stirred at room temperature overnight and filtered. The precipitate was washed with water and methanol and dried to give the desired product (4.2 g, 82%) as a white solid, MP 182-184° C. Product: ClC=1C=C(C=NC1Cl)C(NO)=N (5,6-Dichloro-N-hydroxy-3-pyridinecarboximidamide). The reactants are Cl.NO (Hydroxylamine hydrochloride), C[O-].[Na+] (sodium methoxide), ClC=1C=C(C=NC1Cl)C#N (5,6-dichloro-3-pyridinecarbonitrile). As a reaction SMILES: [ClH:1].[NH2:2][OH:3].C[O-].[Na+].Cl[C:8]1[CH:9]=[C:10]([C:15]#[N:16])[CH:11]=[N:12][C:13]=1[Cl:14]>CO>[Cl:1][C:8]1[CH:9]=[C:10]([C:15](=[NH:16])[NH:2][OH:3])[CH:11]=[N:12][C:13]=1[Cl:14] |f:0.1,2.3|. The solvent is CO (methanol). Reactants: NC1=NC=CC=C1C=O (2-aminopyridine-3-carbaldehyde), NC=1C(=C(C(=O)OC)C=CC1)O (methyl 3-amino-2-hydroxy-benzoate). Run in CO (methanol), ClCCl (dichloromethane). Run at temperature 50 celsius, time 10 hour. Yields the product NC1=NC=CC=C1C1OC2=C(N1)C=CC=C2C(=O)OC (methyl 2-(2-amino-3-pyridyl)-2,3-dihydro-1,3-benzoxazole-7-carboxylate). The yield is 27.7%. Reaction SMILES: [NH2:1][C:2]1[C:7]([CH:8]=[O:9])=[CH:6][CH:5]=[CH:4][N:3]=1.[NH2:10][C:11]1[C:12](O)=[C:13]([CH:18]=[CH:19][CH:20]=1)[C:14]([O:16][CH3:17])=[O:15]>CO.ClCCl>[NH2:1][C:2]1[C:7]([CH:8]2[NH:10][C:11]3[CH:20]=[CH:19][CH:18]=[C:13]([C:14]([O:16][CH3:17])=[O:15])[C:12]=3[O:9]2)=[CH:6][CH:5]=[CH:4][N:3]=1. Reported procedure: A 2-aminopyridine-3-carbaldehyde (650 mg) was added to a stirred solution of methyl 3-amino-2-hydroxy-benzoate (890 mg) in methanol (10 ml) and dichloromethane (5 ml). The resulting solution was stirred at 50° C. for 10 hours. The crude product was purified by flash chromatography on silica gel eluting with 1 to 2% methanol in dichloromethane. The solvent was evaporated to dryness to afford methyl 2-(2-amino-3-pyridyl)-2,3-dihydro-1,3-benzoxazole-7-carboxylate (400 mg) as a pale yellow solid. Ma... Starting materials: C(C)(C)(C)C1=NC=C(C(=C1)NC(=O)C=1N(C2=C(C=CC=C2C1)OCC1=CC=CC=C1)C)OC (7-benzyloxy-1-methyl-1H-indole-2-carboxylic acid (2-tert-butyl-5-methoxy-pyridin-4-yl)-amide). Reagents/catalysts: [OH-].[OH-].[Pd+2] (Pd(OH)2). The solvent is C(C)O.C(C)(=O)OCC (ethanol ethyl acetate). Conditions: time 18 hour. Product: C(C)(C)(C)C1=NC=C(C(=C1)NC(=O)C=1N(C2=C(C=CC=C2C1)O)C)OC (7-hydroxy-1-methyl-1H-indole-2-carboxylic acid (2-tert-butyl-5-methoxy-pyridin-4-yl)-amide). Yield: 108.3%. Reaction SMILES: [C:1]([C:5]1[CH:10]=[C:9]([NH:11][C:12]([C:14]2[N:15]([CH3:31])[C:16]3[C:21]([CH:22]=2)=[CH:20][CH:19]=[CH:18][C:17]=3[O:23]CC2C=CC=CC=2)=[O:13])[C:8]([O:32][CH3:33])=[CH:7][N:6]=1)([CH3:4])([CH3:3])[CH3:2]>C(O)C.C(OCC)(=O)C.[OH-].[OH-].[Pd+2]>[C:1]([C:5]1[CH:10]=[C:9]([NH:11][C:12]([C:14]2[N:15]([CH3:31])[C:16]3[C:21]([CH:22]=2)=[CH:20][CH:19]=[CH:18][C:17]=3[OH:23])=[O:13])[C:8]([O:32][CH3:33])=[CH:7][N:6]=1)([CH3:4])([CH3:2])[CH3:3] |f:1.2,3.4.5|. Procedure: Pd(OH)2 (20% on C, 24 mg) was added to a solution of the above indole (231 mg, 0.52 mmol) in ethanol/ethyl acetate (3:2, 5.0 mL) at room temperature. The solution was placed under a hydrogen atmosphere (1 atm) and stirred at room temperature for 18 h. The mixture was filtered through diatomaceous earth and concentrated in vacuo to provide 7-hydroxy-1-methyl-1H-indole-2-carboxylic acid (2-tert-butyl-5-methoxy-pyridin-4-yl)-amide (199 mg, 99%) as a pale brown solid. Yields the product Cc1[nH]c(C=C2C(=O)Nc3ncnc(Nc4ccc(F)c(Cl)c4)c32)c(C)c1CCC(=O)O. Reaction SMILES: [CH2:34]1[CH2:35][CH2:36][NH:37][CH2:38][CH2:39]1.[CH3:40][CH2:41][OH:42].[CH:20](=[O:21])[c:22]1[c:23]([CH3:33])[c:24]([CH2:28][CH2:29][C:30](=[O:31])[OH:32])[c:25]([CH3:27])[nH:26]1.[Cl:1][c:2]1[cH:3][c:4]([NH:9][c:10]2[c:11]3[c:12]([n:13][cH:14][n:15]2)[NH:16][C:17](=[O:19])[CH2:18]3)[cH:5][cH:6][c:7]1[F:8]>>[Cl:1][c:2]1[cH:3][c:4]([NH:9][c:10]2[c:11]3[c:12]([n:13][cH:14][n:15]2)[NH:16][C:17](=[O:19])[C:18]3=[CH:20][c:22]2[c:23]([CH3:33])[c:24]([CH2:28][CH2:29][C:30](=[O:31])[OH:32])[c:25]([CH3:27])[nH:26]2)[cH:5][cH:6][c:7]1[F:8]. Starting materials: C1CCNCC1, CCO, Cc1[nH]c(C=O)c(C)c1CCC(=O)O, O=C1Cc2c(ncnc2Nc2ccc(F)c(Cl)c2)N1.